From a dataset of the Open Reaction Database (ORD), a public repository of structured organic reaction records. describe an organic reaction: reactants, conditions, products, and yield Starting materials: NC1=C(C#N)C(=CC=C1)NC (2-amino-6-(methylamino)benzonitrile), N1=CC=CC=C1 (pyridine), O (water), C(C)OCC(=O)Cl (ethoxyacetyl chloride). Solvent: C(Cl)Cl (methylene chloride). Conditions: time 1 hour. Product: C(C)OCC(=O)NC1=C(C#N)C(=CC=C1)NC (2-(ethoxyacetylamino)-6-(methylamino)benzonitrile). Reaction SMILES: [NH2:1][C:2]1[CH:9]=[CH:8][CH:7]=[C:6]([NH:10][CH3:11])[C:3]=1[C:4]#[N:5].N1C=CC=CC=1.[CH2:18]([O:20][CH2:21][C:22](Cl)=[O:23])[CH3:19].O>C(Cl)Cl>[CH2:18]([O:20][CH2:21][C:22]([NH:1][C:2]1[CH:9]=[CH:8][CH:7]=[C:6]([NH:10][CH3:11])[C:3]=1[C:4]#[N:5])=[O:23])[CH3:19]. Reported procedure: To a solution of 2-amino-6-(methylamino)benzonitrile (3.3 g) in methylene chloride (50 ml) is added pyridine (3.9 ml), and thereto is added dropwise ethoxyacetyl chloride (5 ml) which is cooled in an ice bath. The mixture is stirred at room temperature for 1 hour, and thereafter, water is added thereto, and the mixture is extracted with methylene chloride. The organic layer is dried over anhydrous sodium sulfate, and the solvent is distilled off under reduced pressure The resulting crude crystal... Product: CC(CC=O)=C (3-methyl-3-buten-1-al), CC(=CC=O)C (3-methyl-2-buten-1-al). The reactants are C(CCC)N(CCCC)CCCC (tri-n-butylamine), CC(CC=O)=C (3-methyl-3-buten-1-al). Reaction SMILES: C(N(CCCC)CCCC)CCC.[CH3:14][C:15](=[CH2:19])[CH2:16][CH:17]=[O:18]>>[CH3:19][C:15](=[CH2:14])[CH2:16][CH:17]=[O:18].[CH3:14][C:15]([CH3:19])=[CH:16][CH:17]=[O:18]. Procedure details: 0.5 part of tri-n-butylamine is added to 97 parts of 3-methyl-3-buten-1-al and the mixture is heated for 30 minutes at 75° C. at 1 bar pressure. It is then distilled for 10 minutes at 20 mm Hg to separate the mixture from the catalyst; the distillate thus obtained is then fractionally distilled at 100 mm Hg to give 3 parts of unconverted 3-methyl-3-buten-1-al and 93 parts (99% of theory) of 3-methyl-2-buten-1-al of boiling point 77° C. This corresponds to a conversion of 97 percent. Reaction conditions: temperature 75 celsius. The yield is 99.0%. Reactants: C1(C=CC(C=C1)=O)=O (1,4-benzoquinone), NC(=S)N (thiourea). The solvent is C(C)O (ethanol), C(C)O (ethanol), Cl (hydrochloric acid). Run at time 24 hour. Yields the product NC=1SC2=C(N1)C=CC(=C2)O (2-amino-1,3-benzothiazol-6-ol). Reaction SMILES: [NH2:1][C:2]([NH2:4])=[S:3].[C:5]1(=O)[CH:10]=[CH:9][C:8](=[O:11])[CH:7]=[CH:6]1>C(O)C.Cl>[NH2:1][C:2]1[S:3][C:10]2[CH:9]=[C:8]([OH:11])[CH:7]=[CH:6][C:5]=2[N:4]=1. Procedure details: The intermediate 2-amino-1,3-benzothiazol-6-ol was prepared according to a slightly modified literature procedure by Lau and Gompf: J. Org. Chem. 1970, 35, 4103-4108. To a stirred solution of thiourea (7.6 g, 0.10 mol) in a mixture of 200 mL ethanol and 9 mL concentrated hydrochloric acid was added a solution of 1,4-benzoquinone (21.6 g, 0.20 mol) in 400 mL of hot ethanol. The reaction was stirred for 24 hours at room temperature and then concentrated to dryness. The residue was triturated with ... Yields the product OC1(c2ccc(Cl)cc2)CCN(CC2=NOC(c3ccccc3)C2)CC1, Cl. As a reaction SMILES: [C:28](=[O:29])([O-:30])[O-:31].[CH3:42][CH2:43][OH:44].[CH:35]([O:36][CH:37]([CH3:38])[CH3:39])([CH3:40])[CH3:41].[Cl:14][c:15]1[cH:16][cH:17][c:18]([C:21]2([OH:27])[CH2:22][CH2:23][NH:24][CH2:25][CH2:26]2)[cH:19][cH:20]1.[Cl:1][CH2:2][C:3]1=[N:4][O:5][CH:6]([c:8]2[cH:9][cH:10][cH:11][cH:12][cH:13]2)[CH2:7]1.[ClH:34].[K+:32].[K+:33]>>[CH2:2]([C:3]1=[N:4][O:5][CH:6]([c:8]2[cH:9][cH:10][cH:11][cH:12][cH:13]2)[CH2:7]1)[N:24]1[CH2:23][CH2:22][C:21]([c:18]2[cH:17][cH:16][c:15]([Cl:14])[cH:20][cH:19]2)([OH:27])[CH2:26][CH2:25]1.[ClH:1]. Starting materials: O=C([O-])[O-], CCO, CC(C)OC(C)C, OC1(c2ccc(Cl)cc2)CCNCC1, ClCC1=NOC(c2ccccc2)C1, Cl, [K+], [K+]. Reactants: COC1=C(C#N)C(=CC(=C1)C(F)(F)F)[N+](=O)[O-] (2-methoxy-6-nitro-4-trifluoromethyl-benzonitrile), C(C1=CC=CC=C1)O (benzyl alcohol), [OH-].[K+] (potassium hydroxide), ice water. Solvent: O1CCOCC1 (dioxane), O (water). Run at temperature 0 celsius, time 30 minute. Product: C(C1=CC=CC=C1)OC1=C(C#N)C(=CC(=C1)C(F)(F)F)OC (2-Benzyloxy-6-methoxy-4-trifluoromethyl-benzonitrile). Reaction SMILES: [CH3:1][O:2][C:3]1[CH:10]=[C:9]([C:11]([F:14])([F:13])[F:12])[CH:8]=[C:7]([N+]([O-])=O)[C:4]=1[C:5]#[N:6].[CH2:18]([OH:25])[C:19]1[CH:24]=[CH:23][CH:22]=[CH:21][CH:20]=1.[OH-].[K+]>O1CCOCC1.O>[CH2:18]([O:25][C:7]1[CH:8]=[C:9]([C:11]([F:14])([F:13])[F:12])[CH:10]=[C:3]([O:2][CH3:1])[C:4]=1[C:5]#[N:6])[C:19]1[CH:24]=[CH:23][CH:22]=[CH:21][CH:20]=1 |f:2.3|. Procedure details: To a solution of 200 mg (0.813 mmol) 2-methoxy-6-nitro-4-trifluoromethyl-benzonitrile in 2 ml dioxane under argon at 0° C., was added 425.3 ul (4.065 mmol) benzyl alcohol, followed by a dropwise addition of a solution of 82.2 mg (1.260 mmol) potassium hydroxide in 600 ul water. The mixture was stirred at 0° C. for 30 minutes and then at room temperature overnight. The reaction mixture was poured into ice water. The resulting suspension was filtered and dried in vacuo to provide 196 mg (y: 78.5%)...